Dataset: the Open Reaction Database (ORD), a public repository of structured organic reaction records. Task: describe an organic reaction: reactants, conditions, products, and yield Reactants: ClCCl, CC(CC(F)(F)CO)C1CCC2C3CC=C4CC(O)CCC4(C)C3CCC12C, O=S(=O)(OS(=O)(=O)C(F)(F)F)C(F)(F)F, c1ccncc1. The product is CC(CC(F)(F)COS(=O)(=O)C(F)(F)F)C1CCC2C3CC=C4CC(O)CCC4(C)C3CCC12C. Reaction SMILES: [Cl:50][CH2:51][Cl:52].[F:22][C:23]([CH2:24][OH:25])([CH2:26][CH:27]([CH3:28])[CH:29]1[CH2:30][CH2:31][CH:32]2[CH:33]3[CH2:34][CH:35]=[C:36]4[CH2:37][CH:38]([OH:48])[CH2:39][CH2:40][C:41]4([CH3:42])[CH:43]3[CH2:44][CH2:45][C:46]12[CH3:47])[F:49].[F:7][C:8]([S:9](=[O:10])(=[O:11])[O:14][S:15](=[O:16])(=[O:17])[C:18]([F:19])([F:20])[F:21])([F:12])[F:13].[cH:1]1[cH:2][cH:3][n:4][cH:5][cH:6]1>>[O:14]([S:15](=[O:16])(=[O:17])[C:18]([F:19])([F:20])[F:21])[CH2:24][C:23]([F:22])([CH2:26][CH:27]([CH3:28])[CH:29]1[CH2:30][CH2:31][CH:32]2[CH:33]3[CH2:34][CH:35]=[C:36]4[CH2:37][CH:38]([OH:48])[CH2:39][CH2:40][C:41]4([CH3:42])[CH:43]3[CH2:44][CH2:45][C:46]12[CH3:47])[F:49]. The reactants are CCO, CC(C)n1cc([N+](=O)[O-])cn1. Product: CC(C)n1cc(N)cn1. As a reaction SMILES: [CH3:12][CH2:13][OH:14].[CH:1]([CH3:2])([CH3:3])[n:4]1[n:5][cH:6][c:7]([N+:9]([O-:10])=[O:11])[cH:8]1>>[CH:1]([CH3:2])([CH3:3])[n:4]1[n:5][cH:6][c:7]([NH2:9])[cH:8]1.